This data is from the Open Reaction Database (ORD), a public repository of structured organic reaction records. The task is: describe an organic reaction: reactants, conditions, products, and yield Starting materials: BrC=1C=C2C(=CNC2=C(C1)C(=O)N)C1CCN(CC1)S(=O)(=O)CC (5-bromo-3-[1-(ethylsulfonyl)-4-piperidinyl]-1H-indole-7-carboxamide), OCC1=CC=C(S1)B(O)O ([5-(hydroxymethyl)-2-thienyl]boronic acid), C([O-])([O-])=O.[K+].[K+] (potassium carbonate), CCOC(=O)C.O (EtOAc H2O). The reagents and catalysts are C=1C=CC(=CC1)[P](C=2C=CC=CC2)(C=3C=CC=CC3)[Pd]([P](C=4C=CC=CC4)(C=5C=CC=CC5)C=6C=CC=CC6)([P](C=7C=CC=CC7)(C=8C=CC=CC8)C=9C=CC=CC9)[P](C=1C=CC=CC1)(C=1C=CC=CC1)C=1C=CC=CC1 (tetrakis(triphenylphosphine)palladium). The solvent is O1CCOCC1 (dioxane), O (H2O). Reaction conditions: time 20 minute. Yields the product C(C)S(=O)(=O)N1CCC(CC1)C1=CNC2=C(C=C(C=C12)C=1SC(=CC1)CO)C(=O)N (3-[1-(ethylsulfonyl)-4-piperidinyl]-5-[5-(hydroxymethyl)-2-thienyl]-1H-indole-7-carboxamide). Isolated yield 203.8%. As a reaction SMILES: Br[C:2]1[CH:3]=[C:4]2[C:8](=[C:9]([C:11]([NH2:13])=[O:12])[CH:10]=1)[NH:7][CH:6]=[C:5]2[CH:14]1[CH2:19][CH2:18][N:17]([S:20]([CH2:23][CH3:24])(=[O:22])=[O:21])[CH2:16][CH2:15]1.[OH:25][CH2:26][C:27]1[S:31][C:30](B(O)O)=[CH:29][CH:28]=1.C(=O)([O-])[O-].[K+].[K+].CCOC(C)=O.O>O1CCOCC1.O.C1C=CC([P]([Pd]([P](C2C=CC=CC=2)(C2C=CC=CC=2)C2C=CC=CC=2)([P](C2C=CC=CC=2)(C2C=CC=CC=2)C2C=CC=CC=2)[P](C2C=CC=CC=2)(C2C=CC=CC=2)C2C=CC=CC=2)(C2C=CC=CC=2)C2C=CC=CC=2)=CC=1>[CH2:23]([S:20]([N:17]1[CH2:18][CH2:19][CH:14]([C:5]2[C:4]3[C:8](=[C:9]([C:11]([NH2:13])=[O:12])[CH:10]=[C:2]([C:30]4[S:31][C:27]([CH2:26][OH:25])=[CH:28][CH:29]=4)[CH:3]=3)[NH:7][CH:6]=2)[CH2:15][CH2:16]1)(=[O:22])=[O:21])[CH3:24] |f:2.3.4,5.6,^1:58,60,79,98|. Reported procedure: To a solution of 5-bromo-3-[1-(ethylsulfonyl)-4-piperidinyl]-1H-indole-7-carboxamide (200 mg, 0.49 mmol) in dioxane (4.5 mL) and H2O (1.5 mL) was added [5-(hydroxymethyl)-2-thienyl]boronic acid (232 mg, 1.47 mmol), potassium carbonate (406 mg, 2.94 mmol) and tetrakis(triphenylphosphine)palladium (0) (57 mg, 0.049 mmol). Reaction was run in the microwave at 150° C. for 20 min. Aqueous work-up with EtOAc/H2O gave 447 mg of 3-[1-(ethylsulfonyl)-4-piperidinyl]-5-[5-(hydroxymethyl)-2-thienyl]-1H-indo... Reactants: C(=O)CCC(C)(C)N1C=NC=C1 (1-(3-formyl-1,1-dimethylpropyl)imidazole), C(C)OC(=O)/C=C/CP(OCC)(OCC)=O (diethyl (E)-3-ethoxycarbonyl-2-propenylphosphonate), solution, C(C)(C)[N-]C(C)C.[Li+] (lithium diisopropylamide), C(C)(=O)O (acetic acid). Run in O1CCCC1 (tetrahydrofuran), O1CCCC1 (tetrahydrofuran). Run at temperature -70 celsius, time 30 minute. The product is C(C)OC(=O)/C=C/C=C/CCC(C)(C)N1C=NC=C1 (1-[(4E,6E)-7-ethoxycarbonyl-1,1-dimethyl-4,6-heptadienyl]imidazole). Yield: 53.9%. As a reaction SMILES: [CH2:1]([O:3][C:4](/[CH:6]=[CH:7]/[CH2:8]P(=O)(OCC)OCC)=[O:5])[CH3:2].C([N-]C(C)C)(C)C.[Li+].[CH:25]([CH2:27][CH2:28][C:29]([N:32]1[CH:36]=[CH:35][N:34]=[CH:33]1)([CH3:31])[CH3:30])=O.C(O)(=O)C>O1CCCC1>[CH2:1]([O:3][C:4](/[CH:6]=[CH:7]/[CH:8]=[CH:25]/[CH2:27][CH2:28][C:29]([N:32]1[CH:36]=[CH:35][N:34]=[CH:33]1)([CH3:31])[CH3:30])=[O:5])[CH3:2] |f:1.2|. Procedure details: Under an atmosphere of nitrogen, 2.0 g of diethyl (E)-3-ethoxycarbonyl-2-propenylphosphonate was added dropwise to 25 ml of a 0.32 M solution of lithium diisopropylamide in tetrahydrofuran at -78° C. and the mixture was stirred at -70° C. for 30 minutes. To it was added a solution of 1.0 g of 1-(3-formyl-1,1-dimethylpropyl)imidazole (prepared as described hereafter) in 2 ml of tetrahydrofuran at -70° C., the mixture was stirred at room temperature for 30 minutes. To it was added 0.91 ml of aceti... Starting materials: COC(CN1N=C(NC1=O)C1=CC=C(C=C1)Cl)=O (Methyl[3-(4-chlorophenyl)-5-oxo-4,5-dihydro-1H-1,2,4-triazol-1-yl]-acetate), [Li+].C[Si](C)(C)[N-][Si](C)(C)C (LiHMDS), Cl (hydrochloric acid), BrCCCC(=O)OC(C)(C)C (tert.-butyl 4-bromobutanoate). Run in CN(C)C=O (DMF), COCCOC (DME). Conditions: temperature 70 celsius, time 8 hour. Yields the product C(C)(C)(C)OC(CCCN1C(=NN(C1=O)CC(=O)OC)C1=CC=C(C=C1)Cl)=O (Methyl {4-[4-(tert.-butoxy)-4-oxo-n-butyl]-3-(4-chlorophenyl)-5-oxo-4,5-dihydro-1H-1,2,4-triazol-1-yl}-acetate). Reaction SMILES: [CH3:1][O:2][C:3](=[O:18])[CH2:4][N:5]1[C:9](=[O:10])[NH:8][C:7]([C:11]2[CH:16]=[CH:15][C:14]([Cl:17])=[CH:13][CH:12]=2)=[N:6]1.[Li+].C[Si]([N-][Si](C)(C)C)(C)C.Br[CH2:30][CH2:31][CH2:32][C:33]([O:35][C:36]([CH3:39])([CH3:38])[CH3:37])=[O:34].Cl>CN(C=O)C.COCCOC>[C:36]([O:35][C:33](=[O:34])[CH2:32][CH2:31][CH2:30][N:8]1[C:9](=[O:10])[N:5]([CH2:4][C:3]([O:2][CH3:1])=[O:18])[N:6]=[C:7]1[C:11]1[CH:16]=[CH:15][C:14]([Cl:17])=[CH:13][CH:12]=1)([CH3:39])([CH3:38])[CH3:37] |f:1.2|. Procedure details: Under an argon atmosphere, a solution of 130 mg (0.38 mmol) of the compound from Example 222A in 1 ml DMF and 2 ml DME at 0° C. is treated with 505 μl of an LiHMDS solution (1 M in THF, 505 μmol). The cooling bath is removed and the mixture stirred for 15 mins at RT before addition of 113 mg (505 μmol) of tert.-butyl 4-bromobutanoate. The mixture is stirred overnight at 70° C. After cooling, 0.5 ml of 1 N hydrochloric acid are added. The reaction mixture is then directly separated by preparative... Starting materials: OC1=CC=C(C=C1)[C@H]1[C@@H]2[C@H](C3=CC(=CC=C3O1)O)CSC2 ((3aS, 4R, 9bR)-4-(4-Hydroxy-phenyl)-1,3a,4,9b-tetrahydro-3H-5-oxa-2-thia-cyclopenta[a]naphthalen-8-ol), OOS(=O)[O-].[K+] (oxone), [O-]S(=O)[O-].[Na+].[Na+] (Na2SO3). The solvent is CCOC(=O)C (EtOAc), CO.O (MeOH H2O). The product is OC1=CC=C(C=C1)[C@H]1[C@@H]2[C@H](C3=CC(=CC=C3O1)O)CS(C2)(=O)=O ((3aS, 4R, 9bR)-4-(4-Hydroxy-phenyl)-2,2-dioxo-1,2,3,3a,4,9b-hexahydro-5-oxa-2λ6-thia-cyclopenta[a]naphthalen-8-ol). The yield is 75.8%. Reaction SMILES: [OH:1][C:2]1[CH:7]=[CH:6][C:5]([C@@H:8]2[O:17][C:16]3[C:11](=[CH:12][C:13]([OH:18])=[CH:14][CH:15]=3)[C@@H:10]3[CH2:19]S[CH2:21][C@H:9]23)=[CH:4][CH:3]=1.O[O:23][S:24]([O-:26])=O.[K+].[O-]S([O-])=O.[Na+].[Na+]>CO.O.CCOC(C)=O>[OH:1][C:2]1[CH:3]=[CH:4][C:5]([C@@H:8]2[O:17][C:16]3[C:11](=[CH:12][C:13]([OH:18])=[CH:14][CH:15]=3)[C@@H:10]3[CH2:19][S:24](=[O:26])(=[O:23])[CH2:21][C@H:9]23)=[CH:6][CH:7]=1 |f:1.2,3.4.5,6.7|. Procedure details: To a solution of enantiomer A of 4-(4-hydroxy-phenyl)-1,3a,4,9b-tetrahydro-3H-5-oxa-2-thia-cyclopenta[a]naphthalen-8-ol 11d (10 mg, 0.033 mmol) in MeOH/H2O (1:1, 3 mL) add oxone (40 mg, 0.066 mmol). Stir the reaction at 50° C. for 2 hours. Add 1.0 M Na2SO3 and stir the reaction for 5 minutes. Dilute with EtOAc and wash with saturated sodium bicarbonate. Extract aqueous layer with EtOAc (2×). Combine organic extracts, dry (Na2SO4), filter and concentrate to afford 4-(4-Hydroxy-phenyl)-2,2-dioxo-1...